This data is from the Open Reaction Database (ORD), a public repository of structured organic reaction records. The task is: describe an organic reaction: reactants, conditions, products, and yield The reactants are C1(=CC=CC=C1)SC1=CC=CC(=N1)C(=O)O (6-phenylthio-2-pyridylcarboxylic acid), B.O1CCCC1 (borane tetrahydrofuran), [OH-].[Na+] (sodium hydroxide). Run in O (water), C([O-])([O-])=O.[K+].[K+] (potassium carbonate), O1CCCC1 (tetrahydrofuran). Conditions: time 8 hour. The product is C1(=CC=CC=C1)SC1=CC=CC(=N1)CO ((6-phenylthio-2-pyridyl)methanol). Reaction SMILES: [C:1]1([S:7][C:8]2[N:13]=[C:12]([C:14](O)=[O:15])[CH:11]=[CH:10][CH:9]=2)[CH:6]=[CH:5][CH:4]=[CH:3][CH:2]=1.B.O1CCCC1.[OH-].[Na+]>O1CCCC1.O.C(=O)([O-])[O-].[K+].[K+]>[C:1]1([S:7][C:8]2[N:13]=[C:12]([CH2:14][OH:15])[CH:11]=[CH:10][CH:9]=2)[CH:6]=[CH:5][CH:4]=[CH:3][CH:2]=1 |f:1.2,3.4,7.8.9|. Procedure details: To a cooled solution of 6-phenylthio-2-pyridylcarboxylic acid (0.75 g, 3.25 mmol) in 10 ml of tetrahydrofuran in an ice bath is added dropwise a borane-tetrahydrofuran solution (6.7 ml total, 6.70 mmol) over a period of 20 minutes. The reaction mixture is stirred at RT overnight. 3 N aqueous sodium hydroxide (4 ml) is added slowly and stirring is continued for another 8 hours. The solution is diluted with water, saturated with solid potassium carbonate and extracted with water. The extract is wa... Reactants: glass, C(C(=C)C)(=O)OCCN=C=O (2-isocyanatoethyl methacrylate), C(C=C)(=O)OCCO (2-hydroxyethyl acrylate). Reagents/catalysts: C(CCCCCCCCCCC)(=O)[O-].C(CCCCCCCCCCC)(=O)[O-].C(CCC)[Sn+2]CCCC (di-n-butyltin dilaurate). Run at time 8 hour. The product is CC(C(=O)OCCNC(=O)OCCOC(C=C)=O)=C (2-({[2-(acryloyloxy)ethoxy]carbonyl}amino)ethyl 2-methylacrylate). As a reaction SMILES: [C:1]([O:6][CH2:7][CH2:8][N:9]=[C:10]=[O:11])(=[O:5])[C:2]([CH3:4])=[CH2:3].[C:12]([O:16][CH2:17][CH2:18][OH:19])(=[O:15])[CH:13]=[CH2:14]>C([O-])(=O)CCCCCCCCCCC.C([O-])(=O)CCCCCCCCCCC.C([Sn+2]CCCC)CCC>[CH3:3][C:2](=[CH2:4])[C:1]([O:6][CH2:7][CH2:8][NH:9][C:10]([O:19][CH2:18][CH2:17][O:16][C:12](=[O:15])[CH:13]=[CH2:14])=[O:11])=[O:5] |f:2.3.4|. Reported procedure: In a 4 ounce glass jar were mixed 2-isocyanatoethyl methacrylate (15.5 g, 0.10 mol, available from Aldrich), 2-hydroxyethyl acrylate (11.6 g, 0.10 mol, available from Aldrich), and one drop of di-n-butyltin dilaurate (available from Alfa Aesar) to cause a slight exotherm. The jar was cooled briefly in an ice bath, and then left at room temperature overnight. NMR and IR spectral analyses confirmed the structure of the product.